From a dataset of the Open Reaction Database (ORD), a public repository of structured organic reaction records. describe an organic reaction: reactants, conditions, products, and yield The reactants are Cc1ccccc1, OCc1cnoc1-c1ccc(C(F)(F)F)cc1, C1CCOC1, O=S(Cl)Cl. The product is FC(F)(F)c1ccc(-c2oncc2CCl)cc1. RXN SMILES: [CH3:27][c:28]1[cH:29][cH:30][cH:31][cH:32][cH:33]1.[F:1][C:2]([c:3]1[cH:4][cH:5][c:6](-[c:9]2[c:10]([CH2:14][OH:15])[cH:11][n:12][o:13]2)[cH:7][cH:8]1)([F:16])[F:17].[O:18]1[CH2:19][CH2:20][CH2:21][CH2:22]1.[S:23]([Cl:24])([Cl:25])=[O:26]>>[F:1][C:2]([c:3]1[cH:4][cH:5][c:6](-[c:9]2[c:10]([CH2:14][Cl:25])[cH:11][n:12][o:13]2)[cH:7][cH:8]1)([F:16])[F:17]. Starting materials: CC(C)N1S(NC2=C(C1=O)C=CC=C2)(=O)=O (3-(1-methylethyl)-1H-2,1,3-benzothiadiazin-4(3H)-one-2,2-dioxide), CC(C)([O-])C.[K+] (potassium t-butoxide), ClC(=S)OC (methyl chlorothioformate). Solvent: C(C)#N (acetonitrile), C(C)#N (acetonitrile). Conditions: temperature 50 celsius, time 8 hour. Yields the product CC(C)N1S(N(C2=C(C1=O)C=CC=C2)C(SC)=O)(=O)=O (S-methyl 3,4-dihydro-3-(1-methylethyl)-4-oxo-1H-2,1,3-benzothiadiazine-1-carbothioate-2,2-dioxide). Reaction SMILES: [CH3:1][CH:2]([N:4]1[C:9](=[O:10])[C:8]2[CH:11]=[CH:12][CH:13]=[CH:14][C:7]=2[NH:6][S:5]1(=[O:16])=[O:15])[CH3:3].C[C:18](C)([O-:20])C.[K+].Cl[C:24](OC)=[S:25]>C(#N)C>[CH3:3][CH:2]([N:4]1[C:9](=[O:10])[C:8]2[CH:11]=[CH:12][CH:13]=[CH:14][C:7]=2[N:6]([C:18](=[O:20])[S:25][CH3:24])[S:5]1(=[O:16])=[O:15])[CH3:1] |f:1.2|. Procedure details: To 200 ml of acetonitrile was added 24 g (0.1 mole) of 3-(1-methylethyl)-1H-2,1,3-benzothiadiazin-4(3H)-one-2,2-dioxide and 11.8 g of potassium t-butoxide. The mixture was heated to reflux, cooled to 50° C. and 12.6 g (0.114 mole) of methyl chlorothioformate in 100 ml of acetonitrile was added over a 0.5 hour period. The temperature was maintained at 50°-52 C. Stirring was continued at 50° C. overnight. The mixture was cooled, filtered, and the solvent removed from the filtrate in vacuo. The res... Starting materials: O(C1=CC=CC=C1)C1=C(C=CC=C1)NC(=S)NC(C1=CC=CC=C1)=O (1-(2-phenoxyphenyl)-3-benzoylthiourea). The solvent is [OH-].[Na+] (sodium hydroxide), CO (methanol). Run at temperature 50 celsius, time 30 minute. The product is O(C1=CC=CC=C1)C1=C(C=CC=C1)NC(=S)N (1-(2-phenoxyphenyl)thiourea). Reaction SMILES: [O:1]([C:8]1[CH:13]=[CH:12][CH:11]=[CH:10][C:9]=1[NH:14][C:15]([NH:17]C(=O)C1C=CC=CC=1)=[S:16])[C:2]1[CH:7]=[CH:6][CH:5]=[CH:4][CH:3]=1>[OH-].[Na+].CO>[O:1]([C:8]1[CH:13]=[CH:12][CH:11]=[CH:10][C:9]=1[NH:14][C:15]([NH2:17])=[S:16])[C:2]1[CH:3]=[CH:4][CH:5]=[CH:6][CH:7]=1 |f:1.2|. Reported procedure: Thus produced 1-(2-phenoxyphenyl)-3-benzoylthiourea was dissolved in a mixture of 10% aqueous sodium hydroxide (660 ml) and methanol (530 ml) at 50° C. The reaction mixture was stirred for 30 minutes at 50° C. and then cooled with ice to give crystals, which were separated by filtration, washed with water and dried to give 1-(2-phenoxyphenyl)thiourea. The reactants are O=C([O-])[O-], COCCOC, CCO, Oc1ccc(I)cc1, [K+], [K+], CC(=O)[O-], CC(=O)[O-], O, [Pd+2], c1ccc(P(c2ccccc2)c2ccccc2)cc1, OB(O)c1ccsc1. Yields the product Oc1ccc(-c2ccsc2)cc1. Reaction SMILES: [C:36](=[O:37])([O-:38])[O-:39].[CH3:42][O:43][CH2:44][CH2:45][O:46][CH3:47].[CH3:58][CH2:59][OH:60].[I:1][c:2]1[cH:3][cH:4][c:5]([OH:8])[cH:6][cH:7]1.[K+:40].[K+:41].[O-:49][C:50]([CH3:51])=[O:52].[O-:53][C:54]([CH3:55])=[O:56].[OH2:57].[Pd+2:48].[c:17]1([P:18]([c:19]2[cH:20][cH:21][cH:22][cH:23][cH:24]2)[c:25]2[cH:26][cH:27][cH:28][cH:29][cH:30]2)[cH:31][cH:32][cH:33][cH:34][cH:35]1.[s:9]1[cH:10][c:11]([B:14]([OH:15])[OH:16])[cH:12][cH:13]1>>[c:2]1(-[c:11]2[cH:10][s:9][cH:13][cH:12]2)[cH:3][cH:4][c:5]([OH:8])[cH:6][cH:7]1. RXN SMILES: [C:1]([C:3]1[CH:4]=[N:5][C:6]2[C:11]([C:12]=1[NH:13][C:14]1[CH:19]=[CH:18][C:17]([Cl:20])=[CH:16][C:15]=1[Cl:21])=[CH:10][C:9]([O:22]C)=[C:8]([NH:24]C(=O)C)[CH:7]=2)#[N:2].Cl.N1C=CC=CC=1.C(=O)(O)[O-].[Na+]>C(OCC)(=O)C>[NH2:24][C:8]1[CH:7]=[C:6]2[C:11]([C:12]([NH:13][C:14]3[CH:19]=[CH:18][C:17]([Cl:20])=[CH:16][C:15]=3[Cl:21])=[C:3]([C:1]#[N:2])[CH:4]=[N:5]2)=[CH:10][C:9]=1[OH:22] |f:1.2,3.4|. The product is NC1=C(C=C2C(=C(C=NC2=C1)C#N)NC1=C(C=C(C=C1)Cl)Cl)O (7-Amino-4-(2,4-dichloroanilino)-6-hydroxy-3-quinolinecarbonitrile). Reaction conditions: temperature 200 celsius. Procedure: An amount of 200 mg (0.50 mmol) of N-[3-cyano-4-(2,4-dichloroanilino)-6-methoxy-7-quinolinyl]acetamide, was stirred with pyridine hydrochloride (1.4 g, 12.5 mmol), and heated at 200° C. for 2 hours. The mixture was cooled to room temperature, stilled with ethyl acetate and saturated sodium bicarbonate solution, and filtered. The layers were separated, and the organic layer was subsequently washed with saturated brine solution, dried over sodium sulfate, and evaporated to a yellow oil. Purificati... Solvent: C(C)(=O)OCC (ethyl acetate). Reactants: C(#N)C=1C=NC2=CC(=C(C=C2C1NC1=C(C=C(C=C1)Cl)Cl)OC)NC(C)=O (N-[3-cyano-4-(2,4-dichloroanilino)-6-methoxy-7-quinolinyl]acetamide), Cl.N1=CC=CC=C1 (pyridine hydrochloride), C([O-])(O)=O.[Na+] (sodium bicarbonate). The yield is 30.1%. Starting materials: CO (methanol), O1CCCC1 (tetrahydrofuran), C(C1=CC=CC=C1)OC1=C(C(=CC=C1C(=O)NC)OC)CCN1CCC(CC1)N1C=CC2=CC=C(C=C12)C(=O)N (1-(1-(2-(2-(benzyloxy)-6-methoxy-3-((methylamino)carbonyl)phenyl)ethyl)piperidin-4-yl)-1H-indole-6-carboxamide). Reagents/catalysts: [Pd] (Pd—C). Run at time 8 hour. Yields the product OC1=C(C(=CC=C1C(=O)NC)OC)CCN1CCC(CC1)N1C=CC2=CC=C(C=C12)C(=O)N (1-{1-[2-(2-Hydroxy-6-methoxy-3-((methylamino)carbonyl)phenyl)ethyl]piperidin-4-yl}-1H-indole-6-carboxamide). Isolated yield 100.7%. RXN SMILES: CO.O1CCCC1.C([O:15][C:16]1[C:21]([C:22]([NH:24][CH3:25])=[O:23])=[CH:20][CH:19]=[C:18]([O:26][CH3:27])[C:17]=1[CH2:28][CH2:29][N:30]1[CH2:35][CH2:34][CH:33]([N:36]2[C:44]3[C:39](=[CH:40][CH:41]=[C:42]([C:45]([NH2:47])=[O:46])[CH:43]=3)[CH:38]=[CH:37]2)[CH2:32][CH2:31]1)C1C=CC=CC=1>[Pd]>[OH:15][C:16]1[C:21]([C:22]([NH:24][CH3:25])=[O:23])=[CH:20][CH:19]=[C:18]([O:26][CH3:27])[C:17]=1[CH2:28][CH2:29][N:30]1[CH2:35][CH2:34][CH:33]([N:36]2[C:44]3[C:39](=[CH:40][CH:41]=[C:42]([C:45]([NH2:47])=[O:46])[CH:43]=3)[CH:38]=[CH:37]2)[CH2:32][CH2:31]1. Procedure: 15 ml of methanol and 10 ml of tetrahydrofuran were added to and dissolved in 486 mg of 1-(1-(2-(2-(benzyloxy)-6-methoxy-3-((methylamino)carbonyl)phenyl)ethyl)piperidin-4-yl)-1H-indole-6-carboxamide. Thereafter, 74 mg of 10% Pd—C (containing water) was added thereto, and the obtained mixture was then stirred at room temperature under hydrogen atmosphere overnight. Thereafter, Pd—C was removed by filtration, and the solvent was removed under a reduced pressure, so as to obtain 408 mg of the subje... The reactants are ClC1=CC=NC=C1C(=O)O (4-chloronicotinic acid), [OH-].[Na+] (sodium hydroxide), ICC (iodoethane). Run in O (water), CN(P(N(C)C)(N(C)C)=O)C (hexamethylphosphoric triamide). Reaction conditions: time 1 hour. Yields the product ClC1=CC=NC=C1C(=O)OCC (ethyl 4-chloronicotinate). The yield is 75.0%. RXN SMILES: [Cl:1][C:2]1[C:7]([C:8]([OH:10])=[O:9])=[CH:6][N:5]=[CH:4][CH:3]=1.[OH-].[Na+].I[CH2:14][CH3:15]>CN(C)P(=O)(N(C)C)N(C)C.O>[Cl:1][C:2]1[C:7]([C:8]([O:10][CH2:14][CH3:15])=[O:9])=[CH:6][N:5]=[CH:4][CH:3]=1 |f:1.2|. Procedure: To a solution of 4-chloronicotinic acid (7.03 g, 44.6 mmol) in 100 mL of hexamethylphosphoric triamide (HMPA) was added a solution of 5.5 N sodium hydroxide (13 mL) at 0° C. Then iodoethane (27.8 g, 179 mmol) was added into the reaction mixture at 0° C. over 1 h, and stirring was continued for a further 1 h at room temperature. The mixture was diluted with 250 mL of water, and then extracted three times with ether. The ethereal extracts were combined, washed three times with water, then dried (M...